Dataset: the Open Reaction Database (ORD), a public repository of structured organic reaction records. Task: describe an organic reaction: reactants, conditions, products, and yield The reactants are CCOC(=O)c1ncn2c1C1CCCN1C(=O)c1c(Br)cccc1-2, N#C[K], OCC1CC1. Yields the product O=C(OCC1CC1)c1ncn2c1C1CCCN1C(=O)c1c(Br)cccc1-2. Reaction SMILES: [Br:1][c:2]1[cH:3][cH:4][cH:5][c:6]2[c:7]1[C:8](=[O:24])[N:9]1[CH:10]([c:11]3[n:12]-2[cH:13][n:14][c:15]3[C:16](=[O:17])[O:18][CH2:19][CH3:20])[CH2:21][CH2:22][CH2:23]1.[K:30][C:31]#[N:32].[OH:25][CH2:26][CH:27]1[CH2:28][CH2:29]1>>[Br:1][c:2]1[cH:3][cH:4][cH:5][c:6]2[c:7]1[C:8](=[O:24])[N:9]1[CH:10]([c:11]3[n:12]-2[cH:13][n:14][c:15]3[C:16](=[O:17])[O:18][CH2:19][CH:20]2[CH2:26][CH2:27]2)[CH2:21][CH2:22][CH2:23]1. Reactants: FC(C(=O)O)(F)F (Trifluoroacetic acid), C(C)(C)(C)OC(=O)N1CC2=C(C3=C(N=CN=C3NC3=C(C=C(C=C3)F)OC3CCOCC3)S2)CC1 (4-[4-fluoro-2-(tetrahydro-2H-pyran-4-yloxy)-phenylamino]-5,8-dihydro-6H-pyrido[4′,3′:4,5]thieno[2,3-d]pyrimidine-7-carboxylic acid tert-butyl ester). Solvent: C(Cl)Cl (DCM), C(Cl)Cl (DCM). Run at time 2 hour. Yields the product FC1=CC(=C(C=C1)NC=1C2=C(N=CN1)SC1=C2CCNC1)OC1CCOCC1 ([4-fluoro-2-(tetrahydro-2H-pyran-4-yloxy)-phenyl]-(5,6,7,8-tetrahydro-pyrido[4′,3′:4,5]thieno[2,3-d]pyrimidin-4-yl)-amine). The yield is 66.6%. As a reaction SMILES: FC(F)(F)C(O)=O.C(OC([N:15]1[CH2:42][CH2:41][C:18]2[C:19]3[C:24]([NH:25][C:26]4[CH:31]=[CH:30][C:29]([F:32])=[CH:28][C:27]=4[O:33][CH:34]4[CH2:39][CH2:38][O:37][CH2:36][CH2:35]4)=[N:23][CH:22]=[N:21][C:20]=3[S:40][C:17]=2[CH2:16]1)=O)(C)(C)C>C(Cl)Cl>[F:32][C:29]1[CH:30]=[CH:31][C:26]([NH:25][C:24]2[C:19]3[C:18]4[CH2:41][CH2:42][NH:15][CH2:16][C:17]=4[S:40][C:20]=3[N:21]=[CH:22][N:23]=2)=[C:27]([O:33][CH:34]2[CH2:39][CH2:38][O:37][CH2:36][CH2:35]2)[CH:28]=1. Procedure details: Trifluoroacetic acid (0.50 mL) was added into a solution of 4-[4-fluoro-2-(tetrahydro-2H-pyran-4-yloxy)-phenylamino]-5,8-dihydro-6H-pyrido[4′,3′:4,5]thieno[2,3-d]pyrimidine-7-carboxylic acid tert-butyl ester (0.031 g, 0.06 mmol) in DCM (1 mL) and the reaction mixture was stirred at ambient temperature for 2 hours. The reaction mixture was diluted with DCM and washed with 2M NaOH. The organic phase was dried (MgSO4), filtered and concentrated in vacuo. The residue was washed with hexane to afford... Starting materials: [OH-].[Na+] (NaOH), C(C)OC(=O)C=1N(C2=CC=CC=C2C1)NC(=O)C1=CC=C(N1)C(=O)NN1C(=CC2=CC=CC=C12)C(=O)OCC (1H-pyrrole-2,5-diylbis(carbonylimino)-bis-1H-indole-2-carboxylic acid diethyl ester), [OH-].[Na+] (NaOH). Run in N1=CC=CC=C1 (pyridine). The product is N1C(=CC=C1C(=O)NN1C(=CC2=CC=CC=C12)C(=O)O)C(=O)NN1C(=CC2=CC=CC=C12)C(=O)O (1H-pyrrole-2,5-diylbis(carbonylimino)-bis-1H-indole-2-carboxylic acid). As a reaction SMILES: C([O:3][C:4]([C:6]1[N:7]([NH:15][C:16]([C:18]2[NH:22][C:21]([C:23]([NH:25][N:26]3[C:34]4[C:29](=[CH:30][CH:31]=[CH:32][CH:33]=4)[CH:28]=[C:27]3[C:35]([O:37]CC)=[O:36])=[O:24])=[CH:20][CH:19]=2)=[O:17])[C:8]2[C:13]([CH:14]=1)=[CH:12][CH:11]=[CH:10][CH:9]=2)=[O:5])C.[OH-].[Na+]>N1C=CC=CC=1>[NH:22]1[C:21]([C:23]([NH:25][N:26]2[C:34]3[C:29](=[CH:30][CH:31]=[CH:32][CH:33]=3)[CH:28]=[C:27]2[C:35]([OH:37])=[O:36])=[O:24])=[CH:20][CH:19]=[C:18]1[C:16]([NH:15][N:7]1[C:8]2[C:13](=[CH:12][CH:11]=[CH:10][CH:9]=2)[CH:14]=[C:6]1[C:4]([OH:5])=[O:3])=[O:17] |f:1.2|. Reported procedure: 5,5'-[1H-pyrrole-2,5-diylbis(carbonylimino)-bis-1H-indole-2-carboxylic acid diethyl ester (42 mg, 08 mM) is dissolved in pyridine (1 mL) and the solution treated with N NaOH (0.2 mL). After 24 hrs the reation is treated with additional N NaOH (0.4 mL). After an additional 96 hrs the reaction is evaporated in vacuo and the residue dissolved in water (5 mL). The aqueous solution is acidified with N HCl to pH 2 and then freeze-dried, leaving 5,5'-[1H-pyrrole-2,5-diylbis(carbonylimino)-bis-1H-indole... Starting materials: C(C)(C)(C)OC(N[C@H]([C@@H](CCl)O)CC1=CC=CC=C1)=O ([(1S,2S)-3-chloro-2-hydroxy-1-(phenylmethyl)propyl]carbamic acid tert-butyl ester), C(C(C)C)N (isobutyl amine), C([O-])([O-])=O.[Na+].[Na+] (sodium carbonate). The solvent is O (water), O (water). Reaction conditions: temperature 62.5 celsius, time 2 hour. Product: C(C)(C)(C)OC(N[C@H]([C@@H](CNCC(C)C)O)CC1=CC=CC=C1)=O ([(1S,2R)-3-[(2-methylpropyl)amino]-2-hydroxy-1-(phenylmethyl)propyl]carbamic acid tert-butyl ester). Yield: 93.6%. As a reaction SMILES: [C:1]([O:5][C:6](=[O:20])[NH:7][C@@H:8]([CH2:13][C:14]1[CH:19]=[CH:18][CH:17]=[CH:16][CH:15]=1)[C@H:9]([OH:12])[CH2:10]Cl)([CH3:4])([CH3:3])[CH3:2].[CH2:21]([NH2:25])[CH:22]([CH3:24])[CH3:23].C(=O)([O-])[O-].[Na+].[Na+]>O>[C:1]([O:5][C:6](=[O:20])[NH:7][C@@H:8]([CH2:13][C:14]1[CH:19]=[CH:18][CH:17]=[CH:16][CH:15]=1)[C@H:9]([OH:12])[CH2:10][NH:25][CH2:21][CH:22]([CH3:24])[CH3:23])([CH3:4])([CH3:3])[CH3:2] |f:2.3.4|. Reported procedure: The mixture of [(1S,2S)-3-chloro-2-hydroxy-1-(phenylmethyl)propyl]carbamic acid tert-butyl ester (5, 100 g), isobutyl amine (294 g), sodium carbonate (31.3 g) and water was heated to 60-65° C. and maintained for 3 hours. After completion of reaction water (200 mL) was added and distilled out excess isobutyl amine under vacuum at below 75° C. Water (800 mL) was added to the distillate, cooled to 25-35° C. and stirred for 2 hours. The obtained solid was filtered and washed with water to get title ... The reactants are ClC1(C(N2C(C(C2C1)CC=CC(=O)OC)=O)C(=O)OCC1=CC=CC=C1)S(=O)C1=CC=CC=C1 (Benzyl 3-chloro-6-(3-methoxycarbonylprop-2-en-1-yl)-7-oxo-3-phenylsulphinyl-1-azabicyclo[3.2.0] heptane-2-carboxylate), N12CCCN=CC2CCCC1 (1,5-diazabicyclo[5,4,0]undec-5-ene). Solvent: C(C)(=O)OCC (ethyl acetate). Reaction conditions: time 15 minute. Product: COC(=O)C=CCC1C2CC(=C(N2C1=O)C(=O)OCC1=CC=CC=C1)S(=O)C1=CC=CC=C1 (benzyl 6-(3-methoxycarbonylprop-2-ene-1-yl)-7-oxo-3-phenylsulphinyl-1-azabicyclo[3.2.0]hept-2-ene-2-carboxylate). Yield: 93.5%. Reaction SMILES: Cl[C:2]1([S:27]([C:29]2[CH:34]=[CH:33][CH:32]=[CH:31][CH:30]=2)=[O:28])[CH2:8][CH:7]2[N:4]([C:5](=[O:16])[CH:6]2[CH2:9][CH:10]=[CH:11][C:12]([O:14][CH3:15])=[O:13])[CH:3]1[C:17]([O:19][CH2:20][C:21]1[CH:26]=[CH:25][CH:24]=[CH:23][CH:22]=1)=[O:18].N12CCCCC1C=NCCC2>C(OCC)(=O)C>[CH3:15][O:14][C:12]([CH:11]=[CH:10][CH2:9][CH:6]1[C:5](=[O:16])[N:4]2[CH:7]1[CH2:8][C:2]([S:27]([C:29]1[CH:34]=[CH:33][CH:32]=[CH:31][CH:30]=1)=[O:28])=[C:3]2[C:17]([O:19][CH2:20][C:21]1[CH:22]=[CH:23][CH:24]=[CH:25][CH:26]=1)=[O:18])=[O:13]. Reported procedure: Benzyl 3-chloro-6-(3-methoxycarbonylprop-2-en-1-yl)-7-oxo-3-phenylsulphinyl-1-azabicyclo[3.2.0] heptane-2-carboxylate (68) (0.015 g) was stirred in ethyl acetate (2 ml) at room temperature under argon and treated with 1,5-diazabicyclo[5,4,0]undec-5-ene (0.005 g). After a period of 15 mins. the reaction mixture was washed with brine and dried over sodium sulphate. Removal of the solvent gave a single diastereoisomer of benzyl 6-(3-methoxycarbonylprop-2-ene-1-yl)-7-oxo-3-phenylsulphinyl-1-azabicyc... Reactants: Cl (hydrochloric acid), C(Cl)Cl (methylene chloride), O(C1=CC=CC=C1)C1=C(C=CC=C1)C(C(=O)N)=NO (2-(2-phenoxyphenyl)-2-hydroxyiminoacetamide), O (water). The solvent is C1(=CC=CC=C1)C (toluene). Conditions: time 12 hour. Product: O(C1=CC=CC=C1)C1=C(C=CC=C1)\C(\C(=O)N)=N/O ((E)-2-(2-phenoxyphenyl)-2-hydroxyiminoacetamide). The yield is 94.8%. Reaction SMILES: Cl.C(Cl)Cl.[O:5]([C:12]1[CH:17]=[CH:16][CH:15]=[CH:14][C:13]=1[C:18](=[N:22][OH:23])[C:19]([NH2:21])=[O:20])[C:6]1[CH:11]=[CH:10][CH:9]=[CH:8][CH:7]=1.O>C1(C)C=CC=CC=1>[O:5]([C:12]1[CH:17]=[CH:16][CH:15]=[CH:14][C:13]=1/[C:18](=[N:22]\[OH:23])/[C:19]([NH2:21])=[O:20])[C:6]1[CH:7]=[CH:8][CH:9]=[CH:10][CH:11]=1. Procedure details: Conc. hydrochloric acid (1 ml) and methylene chloride (12 ml) were added to 2-(2-phenoxyphenyl)-2-hydroxyiminoacetamide (Z=at least 98%) (1.79 g, 7.0 mmol), and the mixture was stirred at room temperature for 12 hours. After stirring, water (20 ml) and toluene (20 ml) were added. The resulting crystals were separated by filtration and dried to give (E)-2-(2-phenoxyphenyl)-2-hydroxyiminoacetamide (1.70 g, Yield: 95.0%) as colorless crystals. Starting materials: COc1cccc2c1Sc1ccc([N+](=O)[O-])cc1C2, CCOC(C)=O. Yields the product COc1cccc2c1Sc1ccc(N)cc1C2. Reaction SMILES: [CH3:1][O:2][c:3]1[c:4]2[c:13]([cH:14][cH:15][cH:16]1)[CH2:12][c:11]1[c:6]([cH:7][cH:8][c:9]([N+:17]([O-:18])=[O:19])[cH:10]1)[S:5]2.[CH3:20][CH2:21][O:22][C:23](=[O:24])[CH3:25]>>[CH3:1][O:2][c:3]1[c:4]2[c:13]([cH:14][cH:15][cH:16]1)[CH2:12][c:11]1[c:6]([cH:7][cH:8][c:9]([NH2:17])[cH:10]1)[S:5]2. The reactants are C(C)(C)(C)OC(NC1(CCC1)C1=CC=C(C=C1)C1=C(OC2=C(C=CC=C2C1=O)C=C)C1=CC=CC=C1)=O ({1-[4-(4-oxo-2-phenyl-8-vinyl-4H-chromen-3-yl)-phenyl]-cyclobutyl}-carbamic acid tert-butyl ester), resultant mixture, CSC (Dimethylsulfide). The solvent is CO (MeOH), C(Cl)Cl (DCM). Run at temperature -78 celsius, time 5 minute. Yields the product C(C)(C)(C)OC(NC1(CCC1)C1=CC=C(C=C1)C1=C(OC2=C(C=CC=C2C1=O)C=O)C1=CC=CC=C1)=O ({1-[4-(8-Formyl-4-oxo-2-phenyl-4H-chromen-3-yl)-phenyl]-cyclobutyl}-carbamic acid tert-butyl ester). The yield is 90.0%. Reaction SMILES: [C:1]([O:5][C:6](=[O:37])[NH:7][C:8]1([C:12]2[CH:17]=[CH:16][C:15]([C:18]3[C:27](=[O:28])[C:26]4[C:21](=[C:22](C=C)[CH:23]=[CH:24][CH:25]=4)[O:20][C:19]=3C3C=CC=CC=3)=[CH:14][CH:13]=2)[CH2:11][CH2:10][CH2:9]1)([CH3:4])([CH3:3])[CH3:2].CSC>CO.C(Cl)Cl>[C:1]([O:5][C:6](=[O:37])[NH:7][C:8]1([C:12]2[CH:13]=[CH:14][C:15]([C:18]3[C:19](=[O:20])[C:24]4[C:25](=[C:26]([CH:27]=[O:28])[CH:21]=[CH:22][CH:23]=4)[O:28][C:27]=3[C:26]3[CH:25]=[CH:24][CH:23]=[CH:22][CH:21]=3)=[CH:16][CH:17]=2)[CH2:9][CH2:10][CH2:11]1)([CH3:3])([CH3:2])[CH3:4]. Reported procedure: A solution of {1-[4-(4-oxo-2-phenyl-8-vinyl-4H-chromen-3-yl)-phenyl]-cyclobutyl}-carbamic acid tert-butyl ester in MeOH (1 mL) and DCM (4 mL) was cooled with stirring to −78° C. Ozone was bubbled through the reaction mixture for 75 min with stirring, followed by air for 5 min with stirring. Dimethylsulfide (0.027 ml, 0.366 mmol) was added and the resultant mixture was allowed to warm to RT and stirred for 2 h. The solvent was removed by bubbling nitrogen through the reaction mixture. The residue... The reactants are CC(C(C)=O)(CC1=CC=CC=C1)C (3,3-dimethyl-4-phenylbutan-2-one), BrBr (bromine). Run in C(Cl)(Cl)Cl (chloroform). Product: BrCC(C(CC1=CC=CC=C1)(C)C)=O (1-bromo-3,3-dimethyl-4-phenylbutan-2-one). Yield: 100.0%. As a reaction SMILES: [CH3:1][C:2]([CH3:13])([CH2:6][C:7]1[CH:12]=[CH:11][CH:10]=[CH:9][CH:8]=1)[C:3](=[O:5])[CH3:4].[Br:14]Br>C(Cl)(Cl)Cl>[Br:14][CH2:4][C:3](=[O:5])[C:2]([CH3:13])([CH3:1])[CH2:6][C:7]1[CH:8]=[CH:9][CH:10]=[CH:11][CH:12]=1. Procedure details: 100 g (0.57 mol) of 3,3-dimethyl-4-phenylbutan-2-one (Example 5) are dissolved in 0.8 liter of chloroform, and 29 ml (91.9 g; 1.14 mols) of bromine are added slowly at room temperature. The mixture is stirred for a further hour at room temperature and is concentrated. 145.5 g (quantitative) of 1-bromo-3,3-dimethyl-4-phenylbutan-2-one are obtained, and this directly reacted further, without isolation. ##STR24## The reactants are CN (methylamine), C=1C=CC2=C(C1)N=NN2O (HOBT), C(CCl)Cl (EDC), CN1CCOCC1 (N-methylmorpholine), C1(CCCC1)N (cyclopentylamine), CCN(C(C)C)C(C)C (Hunig's base), ClC1=CC(=NC(=N1)S(=O)(=O)C)N1C[C@H](CC[C@H]1C(F)(F)F)C(=O)O (cis-1-[6-chloro-2-(methylsulfonyl)-4-pyrimidinyl]-6-(trifluoromethyl)-3-piperidinecarboxylic acid), CN (methylamine). Solvent: C1CCOC1 (THF), O (Water), O1CCOCC1 (1,4-dioxane). Conditions: time 8 hour. Yields the product ClC1=CC(=NC(=N1)NC)N1C[C@H](CC[C@H]1C(F)(F)F)C(=O)NC1CCCC1 (Cis-1-[6-Chloro-2-(methylamino)-4-pyrimidinyl]-N-cyclopentyl-6-(trifluoromethyl)-3-piperidinecarboxamide). Reaction SMILES: [Cl:1][C:2]1[N:7]=[C:6](S(C)(=O)=O)[N:5]=[C:4]([N:12]2[C@H:17]([C:18]([F:21])([F:20])[F:19])[CH2:16][CH2:15][C@H:14]([C:22]([OH:24])=O)[CH2:13]2)[CH:3]=1.C[CH2:26][N:27](C(C)C)C(C)C.CN.C1[CH:37]=[CH:38][C:39]2[N:44](O)N=N[C:40]=2[CH:41]=1.C(Cl)CCl.CN1CCOCC1.C1(N)CCCC1>O1CCOCC1.C1COCC1.O>[Cl:1][C:2]1[N:7]=[C:6]([NH:27][CH3:26])[N:5]=[C:4]([N:12]2[C@H:17]([C:18]([F:19])([F:20])[F:21])[CH2:16][CH2:15][C@H:14]([C:22]([NH:44][CH:39]3[CH2:38][CH2:37][CH2:41][CH2:40]3)=[O:24])[CH2:13]2)[CH:3]=1. Procedure: Into a 20 mL vial, cis-1-[6-chloro-2-(methylsulfonyl)-4-pyrimidinyl]-6-(trifluoromethyl)-3-piperidinecarboxylic acid (77 mg, 0.199 mmol) was dissolved in 1,4-dioxane (1 mL), and Hunig's base was added (0.14 mL, 0.794 mmol) followed by methylamine (0.199 mL, 0.397 mmol). The reaction mixture was stirred at room temperature overnight. Additional 100 uL of 2M methylamine in THF were added, and the reaction mixture was stirred at room temperature until LCMS analysis indicates>95% completion. The rea...